Task: describe an organic reaction: reactants, conditions, products, and yield. Dataset: the Open Reaction Database (ORD), a public repository of structured organic reaction records The reactants are C(C)(C)(C)C=1C=C(C=C2C(NCC2)=O)C=C(C1O)C(C)(C)C (3-(3,5-di-tert-butyl-4-hydroxybenzylidene)pyrrolidin-2-one), S(O)(O)(=O)=O (sulfuric acid), CCOCC.CCCCCC (ether n-hexane). Run in C(C)(=O)OC(C)=O (acetic anhydride). Reaction conditions: temperature 170 celsius. Yields the product C(C)(=O)N1C(C(CC1)=CC1=CC(=C(C(=C1)C(C)(C)C)OC(C)=O)C(C)(C)C)=O (1-Acetyl-3-(4-acetoxy-3,5-di-tert-butylbenzylidene)pyrrolidin-2-one). RXN SMILES: [C:1]([C:5]1[CH:6]=[C:7]([CH:15]=[C:16]([C:19]([CH3:22])([CH3:21])[CH3:20])[C:17]=1[OH:18])[CH:8]=[C:9]1[CH2:13][CH2:12][NH:11][C:10]1=[O:14])([CH3:4])([CH3:3])[CH3:2].S(=O)(=O)(O)[OH:24].CC[O:30][CH2:31][CH3:32].CCCC[CH2:37][CH3:38]>C(OC(=O)C)(=O)C>[C:37]([N:11]1[CH2:12][CH2:13][C:9](=[CH:8][C:7]2[CH:6]=[C:5]([C:1]([CH3:4])([CH3:3])[CH3:2])[C:17]([O:18][C:31](=[O:30])[CH3:32])=[C:16]([C:19]([CH3:22])([CH3:21])[CH3:20])[CH:15]=2)[C:10]1=[O:14])(=[O:24])[CH3:38] |f:2.3|. Procedure: To a solution of 450 mg (1.5 mmol) of 3-(3,5-di-tert-butyl-4-hydroxybenzylidene)pyrrolidin-2-one in 10 ml of acetic anhydride was added 0.3 ml of conc. sulfuric acid and heated at 170° C. for 3 hours. The reaction mixture was evaporated under reduced pressure to give a residue, which was powdered with a ether/n-hexane mixture to give 505 mg of the objective crude compound as brown powder. This was employed for the subsequent reaction without purification. The reactants are FC(OC1=C(C(=C(C=C1)C=1C=C2COC(C2=CC1)=O)O)OC)F (5-(4-(difluoromethoxy)-2-hydroxy-3-methoxyphenyl)isobenzofuran-1(3H)-one), C([O-])([O-])=O.[K+].[K+] (potassium carbonate), BrCC1(COC1)CO ((3-bromomethyl-oxetan-3-yl)-methanol). Run in C(C)#N (acetonitrile). Run at temperature 80 celsius. Yields the product FC(OC1=C(C(=C(C=C1)C=1C=C2COC(C2=CC1)=O)OCC1(COC1)CO)OC)F (5-[4-Difluoromethoxy-2-(3-hydroxymethyl-oxetan-3-ylmethoxy)-3-methoxy-phenyl]-3H-isobenzofuran-1-one). The yield is 28.4%. As a reaction SMILES: [F:1][CH:2]([F:23])[O:3][C:4]1[CH:9]=[CH:8][C:7]([C:10]2[CH:11]=[C:12]3[C:16](=[CH:17][CH:18]=2)[C:15](=[O:19])[O:14][CH2:13]3)=[C:6]([OH:20])[C:5]=1[O:21][CH3:22].C(=O)([O-])[O-].[K+].[K+].Br[CH2:31][C:32]1([CH2:36][OH:37])[CH2:35][O:34][CH2:33]1>C(#N)C>[F:23][CH:2]([F:1])[O:3][C:4]1[CH:9]=[CH:8][C:7]([C:10]2[CH:11]=[C:12]3[C:16](=[CH:17][CH:18]=2)[C:15](=[O:19])[O:14][CH2:13]3)=[C:6]([O:20][CH2:31][C:32]2([CH2:36][OH:37])[CH2:35][O:34][CH2:33]2)[C:5]=1[O:21][CH3:22] |f:1.2.3|. Procedure details: To a stirring solution of 5-(4-(difluoromethoxy)-2-hydroxy-3-methoxyphenyl)isobenzofuran-1(3H)-one (80 mg, 0.25 mmol) in acetonitrile (10 mL), was added potassium carbonate (103.5 mg, 0.75 mmol) and (3-bromomethyl-oxetan-3-yl)-methanol (135.7 mg, 0.75 mmol) and the resultant reaction mixture was heated to 80° C. for 16 h. The reaction mixture was cooled to RT, filtered through celite and the filtrate was concentrated under reduced pressure. The residue was purified by column chromatography (sili...